This data is from the Open Reaction Database (ORD), a public repository of structured organic reaction records. The task is: describe an organic reaction: reactants, conditions, products, and yield Starting materials: NO (aminoalcohol), C(C)(=O)OC(C)=O (acetic anhydride), C1(CCCCC1)C=O (cyclohexane-carboxaldehyde), C(C)[Zn]CC (diethylzinc). The solvent is CCCCCC (hexane), C1(=CC=CC=C1)C (toluene), CCOCC (ether). Run at time 3 day. Yields the product C(C)(=O)OC(CC)C1CCCCC1 ((+)-1-cyclohexylpropyl acetate). Yield: 81.0%. As a reaction SMILES: NO.[CH:3]1([CH:9]=[O:10])[CH2:8][CH2:7][CH2:6][CH2:5][CH2:4]1.C([Zn][CH2:14][CH3:15])C.[C:16](OC(=O)C)(=[O:18])[CH3:17]>CCCCCC.CCOCC.C1(C)C=CC=CC=1>[C:16]([O:10][CH:9]([CH:3]1[CH2:8][CH2:7][CH2:6][CH2:5][CH2:4]1)[CH2:14][CH3:15])(=[O:18])[CH3:17]. Procedure: To a vial containing aminoalcohol 1 (0.05 g, 0.17 mmol) prepared as in Example 1 was added a solution containing freshly distilled cyclohexane-carboxaldehyde (0.34 g, 3.0 mmol), toluene (3.0 mL), and 1 M diethylzinc in hexane (6.0 mL). After 3 days at room temperature, acetic anhydride (1.2 mL, 13 mmol) was added. After 2 additional days, the mixture was diluted in ether (50 mL) and the reaction was quenched by dropwise addition of half-saturated aqueous ammonium chloride (50 mL). The ether laye...